This data is from the Open Reaction Database (ORD), a public repository of structured organic reaction records. The task is: describe an organic reaction: reactants, conditions, products, and yield Reactants: IC1=CC=C(C(=O)N)C=C1[N+](=O)[O-] (4-iodo-5-nitro-benzamide), IC1=C(C(=O)O)C=C(C=C1)[N+](=O)[O-] (2-iodo-5-nitro benzoic acid). Yields the product IC1=C(C(=O)N)C=C(C=C1)[N+](=O)[O-] (2-iodo-5-nitro-benzamide). As a reaction SMILES: I[C:2]1[C:10]([N+:11]([O-:13])=[O:12])=[CH:9][C:5]([C:6]([NH2:8])=[O:7])=[CH:4][CH:3]=1.[I:14]C1C=CC([N+]([O-])=O)=CC=1C(O)=O>>[I:14][C:4]1[CH:3]=[CH:2][C:10]([N+:11]([O-:13])=[O:12])=[CH:9][C:5]=1[C:6]([NH2:8])=[O:7]. Reported procedure: 2-iodo-5-nitro-benzamide was synthesized by the method previously described for 4-iodo-5-nitro-benzamide using 2-iodo-5-nitro benzoic acid (Chemica Alta Ltd., Edmonton, Alberta, Canada) as the starting material. The product is CN(C)CCOc1ccc(C(=C(CCCl)c2ccccc2)c2ccccc2)cc1, CC(O)C(=O)[O-]. Reactants: CN(C)CCOc1ccc(C(=C(CCCl)c2ccccc2)c2ccccc2)cc1, CC(O)C(=O)O, CO. Reaction SMILES: [CH3:1][N:2]([CH3:3])[CH2:4][CH2:5][O:6][c:7]1[cH:8][cH:9][c:10]([C:13]([c:14]2[cH:15][cH:16][cH:17][cH:18][cH:19]2)=[C:20]([CH2:21][CH2:22][Cl:23])[c:24]2[cH:25][cH:26][cH:27][cH:28][cH:29]2)[cH:11][cH:12]1.[CH3:30][CH:31]([OH:32])[C:33]([OH:34])=[O:35].[CH3:36][OH:37]>>[CH3:1][N:2]([CH3:3])[CH2:4][CH2:5][O:6][c:7]1[cH:8][cH:9][c:10]([C:13]([c:14]2[cH:15][cH:16][cH:17][cH:18][cH:19]2)=[C:20]([CH2:21][CH2:22][Cl:23])[c:24]2[cH:25][cH:26][cH:27][cH:28][cH:29]2)[cH:11][cH:12]1.[CH3:30][CH:31]([OH:32])[C:33](=[O:34])[O-:35]. Reactants: CCOC(C)=O, Cc1occc1C(=O)Nc1ccc(Cl)c(CO)c1, O, BrP(Br)Br. Product: Cc1occc1C(=O)Nc1ccc(Cl)c(CBr)c1. Reaction SMILES: [CH3:24][CH2:25][O:26][C:27](=[O:28])[CH3:29].[Cl:1][c:2]1[c:3]([CH2:17][OH:18])[cH:4][c:5]([NH:8][C:9](=[O:10])[c:11]2[c:12]([CH3:16])[o:13][cH:14][cH:15]2)[cH:6][cH:7]1.[OH2:23].[P:19]([Br:20])([Br:21])[Br:22]>>[Cl:1][c:2]1[c:3]([CH2:17][Br:20])[cH:4][c:5]([NH:8][C:9](=[O:10])[c:11]2[c:12]([CH3:16])[o:13][cH:14][cH:15]2)[cH:6][cH:7]1. Reaction SMILES: [F:1][C:2]1[CH:7]=[CH:6][C:5]([C:8]#[C:9][C:10]2[N:14]3[CH:15]=[CH:16][CH:17]=[CH:18][C:13]3=[N:12][C:11]=2[CH2:19][O:20][CH2:21][C:22]([OH:24])=[O:23])=[CH:4][CH:3]=1.S(=O)(=O)(O)O.[CH:30](O)([CH3:32])[CH3:31]>>[F:1][C:2]1[CH:7]=[CH:6][C:5]([C:8]#[C:9][C:10]2[N:14]3[CH:15]=[CH:16][CH:17]=[CH:18][C:13]3=[N:12][C:11]=2[CH2:19][O:20][CH2:21][C:22]([O:24][CH:30]([CH3:32])[CH3:31])=[O:23])=[CH:4][CH:3]=1. The reactants are FC1=CC=C(C=C1)C#CC1=C(N=C2N1C=CC=C2)COCC(=O)O (2-((3-((4-fluorophenyl)ethynyl)imidazo[1,2-a]pyridin-2-yl) methoxy)acetic acid), S(O)(O)(=O)=O (sulfuric acid), C(C)(C)O (isopropanol). The product is FC1=CC=C(C=C1)C#CC1=C(N=C2N1C=CC=C2)COCC(=O)OC(C)C (isopropyl 2-((3-((4-fluorophenyl)ethynyl)imidazo[1,2-a]pyridin-2-yl)-methoxy)acetate). Run at temperature 60 celsius, time 3 hour. The yield is 91.0%. Procedure: 0.155 g (0.478 mmol) of 2-((3-((4-fluorophenyl)ethynyl)imidazo[1,2-a]pyridin-2-yl) methoxy)acetic acid were solubilized with magnetic stirring in 5 ml of isopropanol and a drop of sulfuric acid was added. The mixture was stirred at 60° C. for 3 h. The reaction medium was washed with 2×10 ml of water, and then extracted with 2×30 ml of ethyl acetate. The combined organic phases were washed with 30 ml of a saturated NaCl aqueous solution, dried on Na2SO4 which was then removed by filtration. The o...